This data is from the Open Reaction Database (ORD), a public repository of structured organic reaction records. The task is: describe an organic reaction: reactants, conditions, products, and yield Starting materials: BrB(Br)Br, COC(=O)c1cc(OC)cc2cc(C)oc12, ClCCl, Cc1cccc(C)n1. Product: COC(=O)c1cc(O)cc2cc(C)oc12. As a reaction SMILES: [B:1]([Br:2])([Br:3])[Br:4].[CH3:5][O:6][C:7](=[O:8])[c:9]1[cH:10][c:11]([O:19][CH3:20])[cH:12][c:13]2[cH:14][c:15]([CH3:18])[o:16][c:17]12.[Cl:29][CH2:30][Cl:31].[n:21]1[c:22]([CH3:23])[cH:24][cH:25][cH:26][c:27]1[CH3:28]>>[CH3:5][O:6][C:7](=[O:8])[c:9]1[cH:10][c:11]([OH:19])[cH:12][c:13]2[cH:14][c:15]([CH3:18])[o:16][c:17]12. RXN SMILES: [C:32](=[O:33])([O-:34])[O-:35].[CH3:1][O:2][c:3]1[cH:4][c:5]([CH:6]=[CH:7][c:8]2[n:9][c:10]3[n:11]([CH2:22][CH2:23][CH3:24])[c:12](=[O:21])[n:13]([CH2:18][CH2:19][CH3:20])[c:14](=[O:17])[c:15]3[nH:16]2)[cH:25][cH:26][c:27]1[O:28][CH2:29][O:30][CH3:31].[CH3:38][I:39].[CH3:41][N:42]([CH3:43])[CH:44]=[O:45].[K+:36].[K+:37].[OH2:40]>>[CH3:1][O:2][c:3]1[cH:4][c:5]([CH:6]=[CH:7][c:8]2[n:9][c:10]3[n:11]([CH2:22][CH2:23][CH3:24])[c:12](=[O:21])[n:13]([CH2:18][CH2:19][CH3:20])[c:14](=[O:17])[c:15]3[n:16]2[CH3:32])[cH:25][cH:26][c:27]1[O:28][CH2:29][O:30][CH3:31]. The reactants are O=C([O-])[O-], CCCn1c(=O)c2[nH]c(C=Cc3ccc(OCOC)c(OC)c3)nc2n(CCC)c1=O, CI, CN(C)C=O, [K+], [K+], O. The product is CCCn1c(=O)c2c(nc(C=Cc3ccc(OCOC)c(OC)c3)n2C)n(CCC)c1=O.